From a dataset of the Open Reaction Database (ORD), a public repository of structured organic reaction records. describe an organic reaction: reactants, conditions, products, and yield Solvent: C(C)(=O)O (acetic acid), O (water). The product is FC=1C=C(CSC2=CC=C(C=C2)N)C=CC1 (4-(3-Fluoro-benzylsulfanyl)-phenylamine). Reactants: FC1=CC(=CC=C1)CSC1=CC=C(C=C1)[N+](=O)[O-] (1-Fluoro-3-(4-nitrophenylsulfanylmethyl)-benzene), C([O-])([O-])=O.[Na+].[Na+] (sodium carbonate). Reagents/catalysts: [Fe] (iron). As a reaction SMILES: [F:1][C:2]1[CH:7]=[CH:6][CH:5]=[C:4]([CH2:8][S:9][C:10]2[CH:15]=[CH:14][C:13]([N+:16]([O-])=O)=[CH:12][CH:11]=2)[CH:3]=1.C(=O)([O-])[O-].[Na+].[Na+]>O.C(O)(=O)C.[Fe]>[F:1][C:2]1[CH:3]=[C:4]([CH:5]=[CH:6][CH:7]=1)[CH2:8][S:9][C:10]1[CH:15]=[CH:14][C:13]([NH2:16])=[CH:12][CH:11]=1 |f:1.2.3|. Procedure: 1.75 g (6.7 mmol) 1-Fluoro-3-(4-nitrophenylsulfanylmethyl)-benzene and 5.55 g (100 mmol) of iron-powder are suspended in 35 ml water and 0.2 ml acetic acid. The mixture is heated overnight at 90°, then cooled and treated with saturated sodium carbonate solution. The suspension is filtered, the solid washed several times with ethyl acetate and the aqueous phase extracted 3 times with ethyl acetate. The combined organic phases are dried and evaporated to give 1.18 g (76%) of a yellowish waxy solid...